Task: describe an organic reaction: reactants, conditions, products, and yield. Dataset: the Open Reaction Database (ORD), a public repository of structured organic reaction records Reactants: NC1=CC=C(C#N)C=C1 (p-Aminobenzonitrile), BrCCCCCCCCCCCCCCCCO (16-bromo-1-hexadecanol), O (water). Solvent: CN(P(=O)(N(C)C)N(C)C)C (hexamethylphosphoramide). Run at temperature 120 celsius. Product: OCCCCCCCCCCCCCCCCNC1=CC=C(C#N)C=C1 (4-(16-hydroxyhexadecylamino)benzonitrile). RXN SMILES: [NH2:1][C:2]1[CH:9]=[CH:8][C:5]([C:6]#[N:7])=[CH:4][CH:3]=1.Br[CH2:11][CH2:12][CH2:13][CH2:14][CH2:15][CH2:16][CH2:17][CH2:18][CH2:19][CH2:20][CH2:21][CH2:22][CH2:23][CH2:24][CH2:25][CH2:26][OH:27].O>CN(C)P(N(C)C)(N(C)C)=O>[OH:27][CH2:26][CH2:25][CH2:24][CH2:23][CH2:22][CH2:21][CH2:20][CH2:19][CH2:18][CH2:17][CH2:16][CH2:15][CH2:14][CH2:13][CH2:12][CH2:11][NH:1][C:2]1[CH:9]=[CH:8][C:5]([C:6]#[N:7])=[CH:4][CH:3]=1. Reported procedure: p-Aminobenzonitrile (12 g.) and 16-bromo-1-hexadecanol (15 g.) are dissolved in hexamethylphosphoramide (200 ml.) and heated under nitrogen in an oil bath maintained at 120° C. for 22 hours. The reaction mixture is cooled to room temperature and water (50 ml.) is added gradually. The mixture is then chilled in an ice-bath. The precipitate separated is filtered, washed thoroughly with water, and dried. It is then washed repeatedly with hexane and dried. The pale brownish yellow granular solid is ...